Task: describe an organic reaction: reactants, conditions, products, and yield. Dataset: the Open Reaction Database (ORD), a public repository of structured organic reaction records Reactants: O=C1CCC(=O)N1Br, COC(=O)c1cc2c(C)ccc(C)c2[nH]1, Cl, CN(C)C=O, O. Product: COC(=O)c1[nH]c2c(C)ccc(C)c2c1Br. Reaction SMILES: [Br:16][N:17]1[C:18](=[O:19])[CH2:20][CH2:21][C:22]1=[O:23].[CH3:1][c:2]1[c:3]2[cH:4][c:5]([C:12](=[O:13])[O:14][CH3:15])[nH:6][c:7]2[c:8]([CH3:11])[cH:9][cH:10]1.[ClH:25].[O:26]=[CH:27][N:28]([CH3:29])[CH3:30].[OH2:24]>>[CH3:1][c:2]1[c:3]2[c:4]([Br:16])[c:5]([C:12](=[O:13])[O:14][CH3:15])[nH:6][c:7]2[c:8]([CH3:11])[cH:9][cH:10]1. Reactants: NC1=NC=CC=N1 (2-aminopyrimidine), N1=CC=CC=C1 (pyridine), C(C(=O)Cl)(=O)Cl (oxalyl chloride), solution, Cl (HCl), O=C1N(C(C2=CC=CC=C12)SCC(=O)O)CC=1SC=CC1 ((3-Oxo-2-thiophen-2-ylmethyl-2,3-dihydro-1H-isoindol-1-ylsulfanyl)-acetic acid). Reagents/catalysts: CN(C)C=O (DMF). Solvent: C1CCOC1 (THF), ClCCl (dichloromethane), ClCCl (dichloromethane). Conditions: time 10 minute. Yields the product EtOAc-Hexanes, O=C1N(C(C2=CC=CC=C12)SCC(=O)NC1=NC=CC=N1)CC=1SC=CC1 (2-(3-Oxo-2-thiophen-2-ylmethyl-2,3-dihydro-1H-isoindol-1-ylsulfanyl)-N-pyrimidin-2-yl-acetamide). The yield is 28.0%. RXN SMILES: [O:1]=[C:2]1[C:10]2[C:5](=[CH:6][CH:7]=[CH:8][CH:9]=2)[CH:4]([S:11][CH2:12][C:13]([OH:15])=O)[N:3]1[CH2:16][C:17]1[S:18][CH:19]=[CH:20][CH:21]=1.C(Cl)(=O)C(Cl)=O.[NH2:28][C:29]1[N:34]=[CH:33][CH:32]=[CH:31][N:30]=1.N1C=CC=CC=1.Cl>ClCCl.CN(C=O)C.C1COCC1>[O:1]=[C:2]1[C:10]2[C:5](=[CH:6][CH:7]=[CH:8][CH:9]=2)[CH:4]([S:11][CH2:12][C:13]([NH:28][C:29]2[N:34]=[CH:33][CH:32]=[CH:31][N:30]=2)=[O:15])[N:3]1[CH2:16][C:17]1[S:18][CH:19]=[CH:20][CH:21]=1. Procedure: To a suspension of compound 15 (200 mg, 0.63 mmol) in dichloromethane (8 mL) at 0° C. was added oxalyl chloride (0.35 mL of a 2M solution in dichloromethane, 0.69 mmol) and catalytic DMF (5 drops) and the resulting reaction mixture was allowed to stir at 0 C for 10 minutes and then at room temperature for 20 minutes. Thereafter a mixture of 2-aminopyrimidine (132 mg, 1.39 mmol) and pyridine (0.11 mL, 1.39 mmol) in THF (2 mL) was added to the reaction mixture and was allowed to stir at room tempe... Reactants: FC1=NC=CC=C1C (2-fluoro-3-methylpyridine), CO.C[O-].[Na+] (sodium methoxide methanol). Run in O (water). Product: COC1=NC=CC=C1C (2-Methoxy-3-methylpyridine). The yield is 62.1%. As a reaction SMILES: F[C:2]1[C:7]([CH3:8])=[CH:6][CH:5]=[CH:4][N:3]=1.[CH3:9][OH:10].C[O-].[Na+]>O>[CH3:9][O:10][C:2]1[C:7]([CH3:8])=[CH:6][CH:5]=[CH:4][N:3]=1 |f:1.2.3|. Procedure details: A mixture of 2-fluoro-3-methylpyridine (2.34 g, 21.1 mmol) and a 28% sodium methoxide methanol solution (7.72 g, 40 mmol) was stirred for 15 minutes under reflux. After the reaction was completed, water was poured into the reaction mixture, and after neutralized, the reaction mixture was extracted with ethyl acetate, dried over magnesium sulfate, and the solvent was evaporated, thereby yielding the title compound (1.62 g, 13.1 mmol, 62%) as a colorless liquid. Reactants: C([O-])([O-])=O.[K+].[K+] (potassium carbonate), CN(C=O)C (dimethylformamide), [N+](=O)([O-])C1=CC=C(C=C1)O (4-nitrophenol), C(C1=CC=CC=C1)OC1=CC=C(C=C1)C1=CC2=C(N=CN=C2Cl)N1 (6-(4-benzyloxyphenyl)-4-chloro-7H-pyrrolo[2,3-d]pyrimidine). The solvent is O (water). Conditions: temperature 130 celsius, time 10 minute. Yields the product C(C1=CC=CC=C1)OC1=CC=C(C=C1)C1=CC2=C(N=CN=C2OC2=CC=C(C=C2)[N+](=O)[O-])N1 (6-(4-Benzyloxyphenyl)-4-(4-nitrophenoxy)-7H-pyrrolo[2,3-d]pyrimidine). RXN SMILES: C(=O)([O-])[O-].[K+].[K+].CN(C)C=O.[N+:12]([C:15]1[CH:20]=[CH:19][C:18]([OH:21])=[CH:17][CH:16]=1)([O-:14])=[O:13].[CH2:22]([O:29][C:30]1[CH:35]=[CH:34][C:33]([C:36]2[NH:45][C:39]3[N:40]=[CH:41][N:42]=[C:43](Cl)[C:38]=3[CH:37]=2)=[CH:32][CH:31]=1)[C:23]1[CH:28]=[CH:27][CH:26]=[CH:25][CH:24]=1>O>[CH2:22]([O:29][C:30]1[CH:35]=[CH:34][C:33]([C:36]2[NH:45][C:39]3[N:40]=[CH:41][N:42]=[C:43]([O:21][C:18]4[CH:19]=[CH:20][C:15]([N+:12]([O-:14])=[O:13])=[CH:16][CH:17]=4)[C:38]=3[CH:37]=2)=[CH:32][CH:31]=1)[C:23]1[CH:24]=[CH:25][CH:26]=[CH:27][CH:28]=1 |f:0.1.2|. Procedure: After adding 2.97 of potassium carbonate and 30 ml of dimethylformamide to 3.09 g of 4-nitrophenol and stirring the mixture at 130° C. for 10 minutes, 2.49 g of 6-(4-benzyloxyphenyl)-4-chloro-7H-pyrrolo[2,3-d]pyrimidine was added and the mixture was further stirred at 130° C. for 5 hours and at 135° C. overnight. After returning the mixture to room temperature, water was added, the precipitated solid was filtered out and subjected to NH silica gel column chromatography (ethyl acetate) and silica... Starting materials: C1CCOC1, CCOC(C)=O, O=C(N1CCc2ccc(Cl)c(OS(=O)(=O)C(F)(F)F)c2CC1)C(F)(F)F, OB(O)c1cccc(CNCC(F)(F)F)c1, [Na+], [Na+], O=C([O-])[O-], O, Cl[Pd]Cl, c1ccc(P(c2ccccc2)c2ccccc2)cc1, c1ccc(P(c2ccccc2)c2ccccc2)cc1. Product: O=C(N1CCc2ccc(Cl)c(-c3cccc(CNCC(F)(F)F)c3)c2CC1)C(F)(F)F. Reaction SMILES: [CH2:49]1[O:50][CH2:51][CH2:52][CH2:53]1.[CH3:55][CH2:56][O:57][C:58]([CH3:59])=[O:60].[Cl:1][c:2]1[c:3]([O:19][S:20]([C:21]([F:22])([F:23])[F:24])(=[O:25])=[O:26])[c:4]2[c:5]([cH:17][cH:18]1)[CH2:6][CH2:7][N:8]([C:11]([C:12]([F:13])([F:14])[F:15])=[O:16])[CH2:9][CH2:10]2.[F:27][C:28]([CH2:29][NH:30][CH2:31][c:32]1[cH:33][c:34]([B:38]([OH:39])[OH:40])[cH:35][cH:36][cH:37]1)([F:41])[F:42].[Na+:43].[Na+:44].[O-:45][C:46](=[O:47])[O-:48].[OH2:54].[Pd:61]([Cl:62])[Cl:63].[c:64]1([P:65]([c:66]2[cH:67][cH:68][cH:69][cH:70][cH:71]2)[c:72]2[cH:73][cH:74][cH:75][cH:76][cH:77]2)[cH:78][cH:79][cH:80][cH:81][cH:82]1.[c:83]1([P:84]([c:85]2[cH:86][cH:87][cH:88][cH:89][cH:90]2)[c:91]2[cH:92][cH:93][cH:94][cH:95][cH:96]2)[cH:97][cH:98][cH:99][cH:100][cH:101]1>>[Cl:1][c:2]1[c:3](-[c:34]2[cH:33][c:32]([CH2:31][NH:30][CH2:29][C:28]([F:27])([F:41])[F:42])[cH:37][cH:36][cH:35]2)[c:4]2[c:5]([cH:17][cH:18]1)[CH2:6][CH2:7][N:8]([C:11]([C:12]([F:13])([F:14])[F:15])=[O:16])[CH2:9][CH2:10]2. Reactants: C(C)(C)(C)C1=CN(C(=C1)C(=O)OCC)N (Ethyl 3-tert-butyl-1-aminopyrrole-5-carboxylate), C(C)(=O)O.C(=N)N (formamidine acetate), C(C)OCCO (2-ethoxyethanol), C(Cl)(Cl)Cl (chloroform). Run in CO (MeOH). The product is C(C)(C)(C)C=1C=C2C(=NC=NN2C1)O (6-tert-butyl-pyrrolo[2,1-f][1,2,4]triazin-4-ol). Isolated yield 25.6%. As a reaction SMILES: [C:1]([C:5]1[CH:9]=[C:8]([C:10](OCC)=[O:11])[N:7]([NH2:15])[CH:6]=1)([CH3:4])([CH3:3])[CH3:2].C(O)(=O)C.[CH:20](N)=[NH:21].C(OCCO)C.C(Cl)(Cl)Cl>CO>[C:1]([C:5]1[CH:9]=[C:8]2[N:7]([CH:6]=1)[N:15]=[CH:20][N:21]=[C:10]2[OH:11])([CH3:4])([CH3:3])[CH3:2] |f:1.2|. Procedure: Ethyl 3-tert-butyl-1-aminopyrrole-5-carboxylate (1.00 g, 4.76 mmol, 1 eq), formamidine acetate (1.46 g, 14.3 mmol, 3 eq.) and 2-ethoxyethanol (10 mL) were mixed and refluxed for 3 hours. The solvent was stripped and then restripped from chloroform (3×) to yield a solid. This solid was stirred in 5 mL MeOH, filtered, and the collected solids rinsed with Et2O and dried to yield 233 mg of 6-tert-butyl-pyrrolo[2,1-f][1,2,4]triazin-4-ol as a white solid. LCMS found: (M+H)+=191. The reactants are C(#N)C1=CC=C(CN2C=NC=C2CC(=O)O)C=C1 ([1-(4-cyanobenzyl)-1H-imidazol-5-yl]acetic acid), Cl.COC(CN(CC1=CC=CC2=CC=CC=C12)C[C@H]([C@H](CC)C)N)=O (N-[2(S)-(amino)-3(S)-methylpentyl]-N-(1-naphthylmethyl)glycine methyl ester hydrochloride), C1=CC=C2C(=C1)C(=O)N(N=N2)O (HOOBT), CN1CCOCC1 (N-methylmorpholine), C(CCl)Cl (EDC). Run in CN(C)C=O (DMF), CCOC(=O)C (EtOAc). Run at time 18 hour. Yields the product COC(CN(CC1=CC=CC2=CC=CC=C12)C[C@H]([C@H](CC)C)NC(CC1=CN=CN1CC1=CC=C(C=C1)C#N)=O)=O (N-[2(S)-([1-(4-cyanobenzyl)-1H-imidazol-5-yl]acetylamino)-3(S)-methylpentyl]-N-(1-naphthylmethyl) glycine methyl ester). RXN SMILES: [C:1]([C:3]1[CH:18]=[CH:17][C:6]([CH2:7][N:8]2[C:12]([CH2:13][C:14]([OH:16])=O)=[CH:11][N:10]=[CH:9]2)=[CH:5][CH:4]=1)#[N:2].Cl.[CH3:20][O:21][C:22](=[O:43])[CH2:23][N:24]([CH2:36][C@@H:37]([NH2:42])[C@@H:38]([CH3:41])[CH2:39][CH3:40])[CH2:25][C:26]1[C:35]2[C:30](=[CH:31][CH:32]=[CH:33][CH:34]=2)[CH:29]=[CH:28][CH:27]=1.C1C=C2C(N(O)N=NC2=CC=1)=O.CN1CCOCC1.C(Cl)CCl>CN(C=O)C.CCOC(C)=O>[CH3:20][O:21][C:22](=[O:43])[CH2:23][N:24]([CH2:36][C@@H:37]([NH:42][C:14](=[O:16])[CH2:13][C:12]1[N:8]([CH2:7][C:6]2[CH:5]=[CH:4][C:3]([C:1]#[N:2])=[CH:18][CH:17]=2)[CH:9]=[N:10][CH:11]=1)[C@@H:38]([CH3:41])[CH2:39][CH3:40])[CH2:25][C:26]1[C:35]2[C:30](=[CH:31][CH:32]=[CH:33][CH:34]=2)[CH:29]=[CH:28][CH:27]=1 |f:1.2|. Procedure details: To a solution of [1-(4-cyanobenzyl)-1H-imidazol-5-yl]acetic acid. (4.09 g, 10.24 mmol), the amine hydrochloride salt from step E (5.07 g, 10.24 mmol), HOOBT (1.67 g, 10.24 mmol), and N-methylmorpholine (2.36 ml, 21.5 mmol) in DMF (50 ml) at 0° C., was added EDC (2.16 g, 11.26 mmol). The reaction was stirred at room temperature for 18 hrs, diluted with EtOAc and the organic layer washed with sat. aq NaHCO3, brine, dried (Na2SO4), and the solvent evaporated in vacuo. The residue was chromatographe... The reactants are crystals, ClC1=CC=C(OC2=NC=CC(=C2)C(C(=O)OC)C)C=C1 (Methyl 2-(2-p-chlorophenoxy-4-pyridyl)propionate), CI (methyl iodide), [H-].[Na+] (sodium hydride). Run in O1CCCC1 (tetrahydrofuran). Reaction conditions: time 30 minute. Yields the product ClC1=CC=C(OC2=NC=CC(=C2)C(C(=O)OC)(C)C)C=C1 (methyl 2-(2-p-chlorophenoxy-4-pyridyl)isobutyrate). As a reaction SMILES: [Cl:1][C:2]1[CH:20]=[CH:19][C:5]([O:6][C:7]2[CH:12]=[C:11]([CH:13]([CH3:18])[C:14]([O:16][CH3:17])=[O:15])[CH:10]=[CH:9][N:8]=2)=[CH:4][CH:3]=1.[CH3:21]I.[H-].[Na+]>O1CCCC1>[Cl:1][C:2]1[CH:3]=[CH:4][C:5]([O:6][C:7]2[CH:12]=[C:11]([C:13]([CH3:21])([CH3:18])[C:14]([O:16][CH3:17])=[O:15])[CH:10]=[CH:9][N:8]=2)=[CH:19][CH:20]=1 |f:2.3|. Procedure: Methyl 2-(2-p-chlorophenoxy-4-pyridyl)propionate (3.13 g) is treated with methyl iodide in the presence of 50% sodium hydride in anhydrous tetrahydrofuran in a nitrogen atmosphere at room temperature for 1 hour and then at 40°C for 30 minutes, whereby methyl 2-(2-p-chlorophenoxy-4-pyridyl)isobutyrate (2.59 g) is obtained as crystals melting at 92° to 92.5°C. Then, this substance is treated with a mixture of 20% aqueous potassium hydroxide and 95% ethanol with refluxing for 10 minutes, whereby 2-... The reactants are OC=1C=C(C=CC1)NC(C)=O (N-(3-hydroxy-phenyl)-acetamide), C(=O)([O-])[O-].[K+].[K+] (K2CO3), BrCC(=O)OCC (ethyl bromoacetate), 4A. The solvent is CC(=O)C (acetone). Conditions: temperature 100 celsius. Product: C(C)OC(COC1=CC(=CC=C1)NC(C)=O)=O ((3-Acetylamino-phenoxy)-acetic acid ethyl ester). Reaction SMILES: [OH:1][C:2]1[CH:3]=[C:4]([NH:8][C:9](=[O:11])[CH3:10])[CH:5]=[CH:6][CH:7]=1.C([O-])([O-])=O.[K+].[K+].Br[CH2:19][C:20]([O:22][CH2:23][CH3:24])=[O:21]>CC(C)=O>[CH2:23]([O:22][C:20](=[O:21])[CH2:19][O:1][C:2]1[CH:7]=[CH:6][CH:5]=[C:4]([NH:8][C:9](=[O:11])[CH3:10])[CH:3]=1)[CH3:24] |f:1.2.3|. Reported procedure: To a solution of N-(3-hydroxy-phenyl)-acetamide (0.5 g, 3.3 mmol) in acetone (5 ml) was added K2CO3 (0.46 g, 3.3 mmol), ethyl bromoacetate (0.67 g, 4.0 mmol) and 10 4A molecular sieves. The reaction mixture was then heated in the microwave for 1 h at 100° C. (150 W, 200 psi). The reaction mixture was filtered and the acetone layer evaporated in vacuo. This residue was dissolved in EtOAc (10 ml) and washed with 2M KOH (5 ml×2). The organic layer was dried (Na2SO4), filtered and the solvent remove...